This data is from the Open Reaction Database (ORD), a public repository of structured organic reaction records. The task is: describe an organic reaction: reactants, conditions, products, and yield Starting materials: S (hydrogen sulfide), NC(=C(C#N)C#N)C(C)C (3-amino-2-cyano-4-methyl-2-pentenenitrile), ice. Run in N1=CC=CC=C1 (pyridine). Reaction conditions: time 1 hour. Yields the product NC(=C(C(N)=S)C#N)C(C)C (3-amino-2-cyano-4-methyl-2-pentenethioamide). RXN SMILES: [SH2:1].[NH2:2][C:3]([CH:9]([CH3:11])[CH3:10])=[C:4]([C:7]#[N:8])[C:5]#[N:6]>N1C=CC=CC=1>[NH2:2][C:3]([CH:9]([CH3:11])[CH3:10])=[C:4]([C:7]#[N:8])[C:5](=[S:1])[NH2:6]. Reported procedure: While maintaining the temperature below 45°, hydrogen sulfide gas was passed for 2 hours into a stirred solution of 122.0 g of 3-amino-2-cyano-4-methyl-2-pentenenitrile and 91.5 g of triethylamino in 122 ml of pyridine. The mixture was stirred for 1 hour at room temperature, then was poured over 2 liters of ice. Th solid was collected, washed with water, dried and recrystallized from ethanol-water to give 128.3 g 3-amino-2-cyano-4-methyl-2-pentenethioamide, mp 112°-114°. RXN SMILES: [CH3:1][N:2]1[CH:6]=[C:5]([CH:7]=O)[CH:4]=[N:3]1.[CH3:9][C:10]([S@:13]([NH2:15])=[O:14])([CH3:12])[CH3:11].O>C1COCC1>[CH3:9][C:10]([S@:13](/[N:15]=[CH:7]/[C:5]1[CH:4]=[N:3][N:2]([CH3:1])[CH:6]=1)=[O:14])([CH3:12])[CH3:11]. The product is CC(C)(C)[S@@](=O)/N=C/C=1C=NN(C1)C ((R,E)-2-methyl-N-((1-methyl-1H-pyrazol-4-yl)methylene)propane-2-sulfinamide). Run at temperature 65 celsius. Reactants: CN1N=CC(=C1)C=O (1-methyl-1H-pyrazole-4-carbaldehyde), CC(C)(C)[S@@](=O)N ((R)-2-methylpropane-2-sulfinamide), Ti(OEt)4, O (water). Solvent: C1CCOC1 (THF). Isolated yield 93.8%. Reported procedure: To a solution of 1-methyl-1H-pyrazole-4-carbaldehyde (2.2 g, 20 mmol) in THF (50 mL) was added (R)-2-methylpropane-2-sulfinamide (4.8 g, 40 mmol) and Ti(OEt)4 (9.2 g, 40 mmol). The reaction mixture was heated at 65° C. for 14 h. After cooling, the mixture was poured into water. The solid was filtered off, and the filtrate was extracted with EtOAc. The organic layer was concentrated and purified by SiO2 chromatography eluting with petroleum ether/EtOAc (5:1) to afford 4.0 g (83%) of (R,E)-2-methy... Run in ClCCl (dichloromethane), CN(C)C=O (N,N′-dimethylformamide). As a reaction SMILES: [C:1]([NH2:5])([CH3:4])([CH3:3])[CH3:2].[NH2:6][CH:7]([CH2:22][C:23]1[CH:28]=[CH:27][CH:26]=[CH:25][CH:24]=1)[CH:8]([OH:21])[CH2:9][CH:10]1[CH2:15][CH2:14][CH:13]([O:16][CH3:17])[CH2:12][CH:11]1[C:18]([OH:20])=O.[C:29]([O:33][C:34]([NH:36][CH:37]([CH2:41][S:42][C:43]1[CH:52]=[CH:51][C:50]2[C:45](=[CH:46][CH:47]=[CH:48][CH:49]=2)[CH:44]=1)[C:38](O)=[O:39])=[O:35])([CH3:32])([CH3:31])[CH3:30].C(N1CCOCC1)C.O.ON1C2C=CC=CC=2N=N1.Cl.C(N=C=NCCCN(C)C)C>ClCCl.CN(C=O)C>[C:29]([O:33][C:34](=[O:35])[NH:36][CH:37]([C:38](=[O:39])[NH:6][CH:7]([CH2:22][C:23]1[CH:28]=[CH:27][CH:26]=[CH:25][CH:24]=1)[CH:8]([OH:21])[CH2:9][CH:10]1[CH2:15][CH2:14][CH:13]([O:16][CH3:17])[CH2:12][CH:11]1[C:18](=[O:20])[NH:5][C:1]([CH3:4])([CH3:3])[CH3:2])[CH2:41][S:42][C:43]1[CH:52]=[CH:51][C:50]2[C:45](=[CH:46][CH:47]=[CH:48][CH:49]=2)[CH:44]=1)([CH3:30])([CH3:32])[CH3:31] |f:0.1,4.5,6.7|. The reactants are C(C)N1CCOCC1 (N-ethyl morpholine), O.ON1N=NC2=C1C=CC=C2 (1-hydroxybenzotriazole hydrate), Cl.C(C)N=C=NCCCN(C)C (N-ethyl-N′-(3-dimethylaminopropyl)carbodiimide hydrochloride), ice, C(C)(C)(C)N.NC(C(CC1C(CC(CC1)OC)C(=O)O)O)CC1=CC=CC=C1 (2-(3-amino-2-hydroxy-4-phenyl-butyl)-5-methoxy-cyclohexanecarboxylic acid tert-butylamine), C(C)(C)(C)OC(=O)NC(C(=O)O)CSC1=CC2=CC=CC=C2C=C1 (2-tert-butoxycarbonylamino-3-(naphthalen-2-ylsulfanyl)-propionic acid). Yields the product C(C)(C)(C)OC(NC(CSC1=CC2=CC=CC=C2C=C1)C(NC(C(CC1C(CC(CC1)OC)C(NC(C)(C)C)=O)O)CC1=CC=CC=C1)=O)=O ([1-[1-Benzyl-3-(2-tert-butylcarbamoyl-4-methoxy-cyclohexyl)-2-hydroxy-propylcarbamoyl]-2-(naphthalen-2-ylsulfanyl)-ethyl]-carbamic Acid tert-Butyl Ester). Procedure: An ice-cooled mixture of 2-(3-amino-2-hydroxy-4-phenyl-butyl)-5-methoxy-cyclohexanecarboxylic acid tert-butylamine (93 mg, 0.247 mmol) and 2-tert-butoxycarbonylamino-3-(naphthalen-2-ylsulfanyl)-propionic acid (95 mg, 0.27 mmol) in dichloromethane (2 ml) and N,N′-dimethylformamide (1 ml) was treated sequentially with N-ethyl morpholine (144 μl, 1 mmol),1-hydroxybenzotriazole hydrate (57 mg, 0.31 mmol) and N-ethyl-N′-(3-dimethylaminopropyl)carbodiimide hydrochloride (63 mg, 0.30 mmol). The resulti... Reaction conditions: time 8 hour. Starting materials: O=C1C[C@@H](CC1)C(=O)OCC1=CC=CC=C1 ((R)-benzyl 3-oxocyclopentanecarboxylate), CC1(OC(CC(O1)=O)=O)C (2,2-dimethyl-1,3-dioxane-4,6-dione), CC1=NNC(=C1)N (3-methyl-1H-pyrazol-5-amine). Solvent: CN1C(CCC1)=O (N-methylpyrrolidone). Run at temperature 80 celsius, time 48 hour. Yields the product CC=1NN=C2NC(CC3(C21)C[C@@H](CC3)C(=O)OCC3=CC=CC=C3)=O ((3R)-benzyl 3′-methyl-6′-oxo-2′,5′,6′,7′-tetrahydrospiro[cyclopentane-1,4′-pyrazolo[3,4-b]pyridine]-3-carboxylate). As a reaction SMILES: O=[C:2]1[CH2:6][CH2:5][C@@H:4]([C:7]([O:9][CH2:10][C:11]2[CH:16]=[CH:15][CH:14]=[CH:13][CH:12]=2)=[O:8])[CH2:3]1.C[C:18]1([CH3:26])[O:23]C(=O)CC(=O)O1.[CH3:27][C:28]1[CH:32]=[C:31]([NH2:33])[NH:30][N:29]=1>CN1CCCC1=O>[CH3:27][C:28]1[NH:29][N:30]=[C:31]2[C:32]=1[C:2]1([CH2:6][CH2:5][C@@H:4]([C:7]([O:9][CH2:10][C:11]3[CH:16]=[CH:15][CH:14]=[CH:13][CH:12]=3)=[O:8])[CH2:3]1)[CH2:26][C:18](=[O:23])[NH:33]2. Procedure: To (R)-benzyl 3-oxocyclopentanecarboxylate (0.4 g, 1.833 mmol) were sequentially added N-methylpyrrolidone (3 mL), 2,2-dimethyl-1,3-dioxane-4,6-dione (0.264 g, 1.833 mmol) and 3-methyl-1H-pyrazol-5-amine (0.178 g, 1.833 mmol) at room temperature. The contents heated to 80° C. (oil bath temp.) for 75 min, and stirred at room temperature for additional 48 hours. The reaction mixture was partitioned between ethyl acetate (40 mL) and 1N hydrogen chloride (15 mL). The ethyl acetate layer was separate... The reactants are CCOCC, Cc1cc(O)ccc1S(C)(=O)=O, ClCCl, O, O=[N+]([O-])O. The product is Cc1cc(O)c([N+](=O)[O-])cc1S(C)(=O)=O. RXN SMILES: [CH3:18][CH2:19][O:20][CH2:21][CH3:22].[CH3:1][c:2]1[cH:3][c:4]([OH:12])[cH:5][cH:6][c:7]1[S:8](=[O:9])(=[O:10])[CH3:11].[Cl:23][CH2:24][Cl:25].[OH2:17].[OH:13][N+:14]([O-:15])=[O:16]>>[CH3:1][c:2]1[cH:3][c:4]([OH:12])[c:5]([N+:14](=[O:13])[O-:15])[cH:6][c:7]1[S:8](=[O:9])(=[O:10])[CH3:11].